Dataset: the Open Reaction Database (ORD), a public repository of structured organic reaction records. Task: describe an organic reaction: reactants, conditions, products, and yield Reactants: C1(O)=CC(O)=CC=C1 (resorcinol), ClC1=NC2=C(C=CC=C2C=C1)C1=CC=2C(NCCC2N1)=O (2-(2-chloroquinolin-8-yl)-6,7-dihydro-1H-pyrrolo[3,2-c]pyridin-4(5H)-one). Reaction conditions: temperature 90 celsius. Yields the product OC=1C=C(OC2=NC3=C(C=CC=C3C=C2)C2=CC=3C(NCCC3N2)=O)C=CC1 (2-(2-(3-hydroxyphenoxy)-quinolin-8-yl)-6,7-dihydro-1H-pyrrolo[3,2-c]pyridin-4(5H)-one). The yield is 77.4%. As a reaction SMILES: [C:1]1([CH:8]=[CH:7][CH:6]=[C:4]([OH:5])[CH:3]=1)[OH:2].Cl[C:10]1[CH:19]=[CH:18][C:17]2[C:12](=[C:13]([C:20]3[NH:28][C:27]4[CH2:26][CH2:25][NH:24][C:23](=[O:29])[C:22]=4[CH:21]=3)[CH:14]=[CH:15][CH:16]=2)[N:11]=1>>[OH:2][C:1]1[CH:3]=[C:4]([CH:6]=[CH:7][CH:8]=1)[O:5][C:10]1[CH:19]=[CH:18][C:17]2[C:12](=[C:13]([C:20]3[NH:28][C:27]4[CH2:26][CH2:25][NH:24][C:23](=[O:29])[C:22]=4[CH:21]=3)[CH:14]=[CH:15][CH:16]=2)[N:11]=1. Reported procedure: Prepared according to Example 103 using resorcinol (125.5 mg, 1.140 mmol) and 2-(2-chloroquinolin-8-yl)-6,7-dihydro-1H-pyrrolo[3,2-c]pyridin-4(5H)-one (Example 1; 50.0 mg, 0.168 mmol), heating at 90° C. for 18 h. Chromatographic purification (silica gel, 0-10% MeOH/DCM) furnished 2-(2-(3-hydroxyphenoxy)-quinolin-8-yl)-6,7-dihydro-1H-pyrrolo[3,2-c]pyridin-4(5H)-one (48.4 mg, 0.130 mmol, 78% yield) as a light-yellow solid: 1H NMR (400 MHz, DMSO-d6) δ ppm 11.20 (1H, br. s.), 9.86 (1H, s), 8.47 (1H,... Reactants: N1N=C(C=C1)C1=CC=C(C#N)C=C1 (4-(1H-Pyrazol-3-yl)-benzonitrile), BrC1=CC=C(C=C1)C(CC)=O (1-(4-bromophenyl)-propan-1-one), C(=O)([O-])[O-].[Cs+].[Cs+] (Cs2CO3), C(CC)(=O)C1=CC=C(C=C1)N1N=C(C=C1)C1=CC=C(C#N)C=C1 (4-[1-(4-Propionyl-phenyl)-1H-pyrazol-3-yl]-benzonitrile). Reagents/catalysts: [Cu]I (CuI), OC=1C=CC=C2C=CC=NC12 (8-hydroxyquinoline). Run in CN(C)C=O.O (DMF H2O). The product is OC(CC)C1=CC=C(C=C1)N1N=C(C=C1)C1=CC=C(C#N)C=C1 (4-{1-[4-(1-hydroxypropyl)-phenyl]-1H-pyrazol-3-yl}-benzonitrile). Isolated yield 86.0%. As a reaction SMILES: [C:1]([C:5]1[CH:10]=[CH:9][C:8]([N:11]2[CH:15]=[CH:14][C:13]([C:16]3[CH:23]=[CH:22][C:19]([C:20]#[N:21])=[CH:18][CH:17]=3)=[N:12]2)=[CH:7][CH:6]=1)(=[O:4])[CH2:2][CH3:3].N1C=CC(C2C=CC(C#N)=CC=2)=N1.BrC1C=CC(C(=O)CC)=CC=1.C([O-])([O-])=O.[Cs+].[Cs+]>[Cu]I.OC1C=CC=C2C=1N=CC=C2.CN(C=O)C.O>[OH:4][CH:1]([C:5]1[CH:6]=[CH:7][C:8]([N:11]2[CH:15]=[CH:14][C:13]([C:16]3[CH:17]=[CH:18][C:19]([C:20]#[N:21])=[CH:22][CH:23]=3)=[N:12]2)=[CH:9][CH:10]=1)[CH2:2][CH3:3] |f:3.4.5,8.9|. Reported procedure: 4-[1-(4-Propionyl-phenyl)-1H-pyrazol-3-yl]-benzonitrile. 4-(1H-Pyrazol-3-yl)-benzonitrile (100 mg, 0.591 mmol), 1-(4-bromophenyl)-propan-1-one (126 mg, 0.591 mmol), Cs2CO3 (770 mg, 2.364 mmol), CuI (4 mg, 0.018 mmol), 8-hydroxyquinoline (3 mg, 0.018 mmol), and DMF/H2O (2 mL; 10:1 solution) were combined in a 10 mL CEM Microwave reaction vessel fitted with magnetic stir bar and subjected to microwave irradiation at 150° C. for 30 min. The contents were then filtered and concentrated to dryness af... RXN SMILES: [CH:1]1[C:14]2[NH:13][C:12]3[C:7](=[CH:8][CH:9]=[CH:10][CH:11]=3)[S:6][C:5]=2[CH:4]=[CH:3][CH:2]=1.[CH2:15]([O:17][C:18](=[O:26])[C:19]1[CH:24]=[CH:23][C:22]([NH2:25])=[CH:21][CH:20]=1)[CH3:16].II>CO>[C:18]([C:19]1[CH:20]=[CH:21][C:22]([N:25]=[C:3]2[CH:4]=[C:5]3[C:14](=[N:13][C:12]4[C:7]([S:6]3)=[CH:8][CH:9]=[CH:10][CH:11]=4)[CH:1]=[CH:2]2)=[CH:23][CH:24]=1)([O:17][CH2:15][CH3:16])=[O:26]. Yields the product C(=O)(OCC)C1=CC=C(C=C1)N=C1C=CC2=NC3=CC=CC=C3SC2=C1 (3-(p-carbethoxyphenylimino)-3H-phenothiazine). Starting materials: C1=CC=CC=2SC3=CC=CC=C3NC12 (phenothiazine), C(C)OC(C1=CC=C(C=C1)N)=O (ethyl-p-aminobenzoate), II (iodine). Solvent: CO (methanol), CO (methanol). Reported procedure: To a warm and stirred suspension of 4 g (0.02 mole) finely powdered phenothiazine and 4 g (0.024 mole) ethyl-p-aminobenzoate in 200 ml methanol was added a solution of 10 g of iodine in 150 ml methanol. After stirring at room temperature for 2 hours, the dark precipitate was filtered, washed repeatedly with methanol, and dissoved in 100 ml chloroform and 10 ml triethylamine. The chloroform solution was shaken with water and separated. Purification through alumina and recrystallisation from ether... The reactants are C[Si](C)(C)[N-][Si](C)(C)C.[Li+] (Lithium bis(trimethylsilyl)amide), FC1=CC=C(C=C1)CC(=O)OCC (ethyl (4-fluorophenyl)acetate), CSC1=CC=C(C(=O)Cl)C=C1 (4-(methylthio)benzoyl chloride). The solvent is C1CCOC1 (THF), C1CCOC1 (THF). Reaction conditions: temperature -78 celsius, time 60 minute. Product: FC1=CC=C(C=C1)C(C(=O)OCC)C(=O)C1=CC=C(C=C1)SC (Ethyl 2-(4-fluorophenyl)-3-(4-(methylthio)phenyl)-3-oxopropanoate). The yield is 69.0%. RXN SMILES: C[Si]([N-][Si](C)(C)C)(C)C.[Li+].[F:11][C:12]1[CH:17]=[CH:16][C:15]([CH2:18][C:19]([O:21][CH2:22][CH3:23])=[O:20])=[CH:14][CH:13]=1.[CH3:24][S:25][C:26]1[CH:34]=[CH:33][C:29]([C:30](Cl)=[O:31])=[CH:28][CH:27]=1>C1COCC1>[F:11][C:12]1[CH:13]=[CH:14][C:15]([CH:18]([C:30]([C:29]2[CH:33]=[CH:34][C:26]([S:25][CH3:24])=[CH:27][CH:28]=2)=[O:31])[C:19]([O:21][CH2:22][CH3:23])=[O:20])=[CH:16][CH:17]=1 |f:0.1|. Procedure details: 1 N Lithium bis(trimethylsilyl)amide (20 mL, 20 mmol) was added dropwise to a solution of ethyl (4-fluorophenyl)acetate prepared according to the method of Example 1A, (3.84 g, 20 mmol) in THF (20 mL) at −78° C. After 15 minutes the mixture was treated dropwise with a suspension of crude 4-(methylthio)benzoyl chloride (3.7 g, 20 mmol) in THF (50 mL), and the resulting mixture was stirred at −78° C. for 60 minutes. The reaction was quenched with saturated NH4Cl and extracted with ethyl acetate. T... Starting materials: ClC1=CC=C2C(=CC=NC2=C1)NC=1C=C(C=CC1)O (3-[(7-chloroquinolin-4-yl)amino]phenol), C=O (formaldehyde), CN1CCNCC1 (N-methylpiperazine). The solvent is CCO (EtOH). The product is ClC1=CC=C2C(=CC=NC2=C1)NC=1C(=C(C=CC1)O)CN1CCN(CC1)C (3-[(7-chloroquinolin-4-yl)amino]-2-(4-methylpiperazin-1-ylmethyl) phenol). Yield: 15.0%. Reaction SMILES: [Cl:1][C:2]1[CH:11]=[C:10]2[C:5]([C:6]([NH:12][C:13]3[CH:14]=[C:15]([OH:19])[CH:16]=[CH:17][CH:18]=3)=[CH:7][CH:8]=[N:9]2)=[CH:4][CH:3]=1.[CH2:20]=O.[CH3:22][N:23]1[CH2:28][CH2:27][NH:26][CH2:25][CH2:24]1>CCO>[Cl:1][C:2]1[CH:11]=[C:10]2[C:5]([C:6]([NH:12][C:13]3[C:14]([CH2:22][N:23]4[CH2:28][CH2:27][N:26]([CH3:20])[CH2:25][CH2:24]4)=[C:15]([OH:19])[CH:16]=[CH:17][CH:18]=3)=[CH:7][CH:8]=[N:9]2)=[CH:4][CH:3]=1. Reported procedure: 3-[(7-chloroquinolin-4-yl)amino]phenol (0.20 g, 0.74 mmol), formaldehyde 37% (62 μL, 1.1 eq), and N-methylpiperazine (90 μL, 1.1 eq) was dissolved in 1 mL of EtOH. The mixture was refluxed overnight, evaporated and purified by flash chromatography (DCM/MeOH/NH4OH 7.5:2.5:0.2) to yield expected compound as a pale yellow oil (42 mg, 15% yield). LC-MS: m/z (ESI) 383.3-385.3 [M+H]+